Dataset: the Open Reaction Database (ORD), a public repository of structured organic reaction records. Task: describe an organic reaction: reactants, conditions, products, and yield The reactants are CC(Br)c1ccnc2ncnn12, COc1ccc(O)cc1, COCCOC, [H-], [Na+]. Yields the product COc1ccc(OC(C)c2ccnc3ncnn23)cc1. RXN SMILES: [Br:12][CH:13]([CH3:14])[c:15]1[cH:16][cH:17][n:18][c:19]2[n:20]1[n:21][cH:22][n:23]2.[CH3:1][O:2][c:3]1[cH:4][cH:5][c:6]([OH:9])[cH:7][cH:8]1.[CH3:24][O:25][CH2:26][CH2:27][O:28][CH3:29].[H-:10].[Na+:11]>>[CH3:1][O:2][c:3]1[cH:4][cH:5][c:6]([O:9][CH:13]([CH3:14])[c:15]2[cH:16][cH:17][n:18][c:19]3[n:20]2[n:21][cH:22][n:23]3)[cH:7][cH:8]1. The reactants are Cc1ccccc1, COc1cccc(CC2CCCCC2(O)c2nc(-c3ccccc3)c(-c3ccccc3)o2)c1, Cc1ccc(S(=O)(=O)O)cc1. The product is COc1cccc(CC2CCCC=C2c2nc(-c3ccccc3)c(-c3ccccc3)o2)c1. Reaction SMILES: [CH3:45][c:46]1[cH:47][cH:48][cH:49][cH:50][cH:51]1.[c:1]1(-[c:7]2[n:8][c:9]([C:18]3([OH:33])[CH:19]([CH2:24][c:25]4[cH:26][c:27]([O:31][CH3:32])[cH:28][cH:29][cH:30]4)[CH2:20][CH2:21][CH2:22][CH2:23]3)[o:10][c:11]2-[c:12]2[cH:13][cH:14][cH:15][cH:16][cH:17]2)[cH:2][cH:3][cH:4][cH:5][cH:6]1.[c:34]1([CH3:35])[cH:36][cH:37][c:38]([S:39]([OH:40])(=[O:41])=[O:42])[cH:43][cH:44]1>>[c:1]1(-[c:7]2[n:8][c:9]([C:18]3=[CH:23][CH2:22][CH2:21][CH2:20][CH:19]3[CH2:24][c:25]3[cH:26][c:27]([O:31][CH3:32])[cH:28][cH:29][cH:30]3)[o:10][c:11]2-[c:12]2[cH:13][cH:14][cH:15][cH:16][cH:17]2)[cH:2][cH:3][cH:4][cH:5][cH:6]1. Reactants: CN(CC1=CC2=C(S1)C=CC(=C2)[N+](=O)[O-])CCC2=CC=C(C=C2)[N+](=O)[O-] (N-Methyl-N-[5-nitro-2-benzo[b]thienylmethyl]-4-nitrophenethylamine), stannous chloride dihydrate. Solvent: C(C)O (ethanol). The product is CN(CC1=CC2=C(S1)C=CC(=C2)N)CCC2=CC=C(C=C2)N (N-Methyl-N-[5-amino-2-benzo[b]thienylmethyl]-4-aminophenethylamine). Reaction SMILES: [CH3:1][N:2]([CH2:16][CH2:17][C:18]1[CH:23]=[CH:22][C:21]([N+:24]([O-])=O)=[CH:20][CH:19]=1)[CH2:3][C:4]1[S:8][C:7]2[CH:9]=[CH:10][C:11]([N+:13]([O-])=O)=[CH:12][C:6]=2[CH:5]=1>C(O)C>[CH3:1][N:2]([CH2:16][CH2:17][C:18]1[CH:19]=[CH:20][C:21]([NH2:24])=[CH:22][CH:23]=1)[CH2:3][C:4]1[S:8][C:7]2[CH:9]=[CH:10][C:11]([NH2:13])=[CH:12][C:6]=2[CH:5]=1. Procedure: A mixture of the product of (B) above (1.0 g) and stannous chloride dihydrate (6.07 g) in ethanol (100 ml) was heated under reflux for 8 hours and then evaporated. An excess of 20% aqueous sodium hydroxide solution was added and the mixture was extracted several times with dichloromethane. The combined organic extracts were washed with water, dried (Na2SO4) and evaporated to give an oil which was chromatographed on silica gel. Elution with dichloromethane/methanol (99:1) gave impurity and then f... The reactants are CC=1C=C(C=O)C=C(C1O)C (3,5-dimethyl-4-hydroxy benzaldehyde), [H-].[Na+] (NaH), BrCCOC (1-bromo-2-methoxy ethane). Run in CN(C)C=O (DMF). Run at time 1 hour. Product: COCCOC1=C(C=C(C=O)C=C1C)C (4-(2-methoxy ethoxy)-3,5-dimethyl benzaldehyde). Yield: 75.6%. Reaction SMILES: [CH3:1][C:2]1[CH:3]=[C:4]([CH:7]=[C:8]([CH3:11])[C:9]=1[OH:10])[CH:5]=[O:6].[H-].[Na+].Br[CH2:15][CH2:16][O:17][CH3:18]>CN(C=O)C>[CH3:18][O:17][CH2:16][CH2:15][O:10][C:9]1[C:8]([CH3:11])=[CH:7][C:4]([CH:5]=[O:6])=[CH:3][C:2]=1[CH3:1] |f:1.2|. Procedure details: To a solution of 3,5-dimethyl-4-hydroxy benzaldehyde (2.0 g, 13.33 mmol) in DMF was added NaH (640 mg, 16.0 mmol, 60% in oil) and the mixture was stirred for 1 h at room temperature. A solution of 1-bromo-2-methoxy ethane (1.85 g, 13.33 mmol) was added and the mixture was stirred for 72 h at room temperature. The reaction mixture was quenched by addition of saturated NH4Cl solution and diluted with water. The product was extracted with ethyl acetate. The combined organic layers were washed with ... Starting materials: C(C)(=O)OC(C)=O (acetic acid anhydride), C(C)OC(=O)C=1C=NC=2C=C3C(=C(C2C1O)N)OCC(O3)COCC (10-amino-3-(ethoxymethyl)-2,3-dihydro-9-hydroxy-p-dioxino [2,3-g] quinoline-8-carboxylic acid ethyl ester). The solvent is C(C)O (ethanol). Run at temperature 50 celsius. Product: C(C)OC(=O)C=1C=NC=2C=C3C(=C(C2C1O)NC(C)=O)OCC(O3)COCC (10-(acetylamino)-3-(ethoxymethyl)-2,3-dihydro-9-hydroxy-p-dioxino [2,3-g] quinoline-8-carboxylic acid ethyl ester). As a reaction SMILES: [C:1](OC(=O)C)(=[O:3])[CH3:2].[CH2:8]([O:10][C:11]([C:13]1[CH:14]=[N:15][C:16]2[CH:17]=[C:18]3[O:28][CH:27]([CH2:29][O:30][CH2:31][CH3:32])[CH2:26][O:25][C:19]3=[C:20]([NH2:24])[C:21]=2[C:22]=1[OH:23])=[O:12])[CH3:9]>C(O)C>[CH2:8]([O:10][C:11]([C:13]1[CH:14]=[N:15][C:16]2[CH:17]=[C:18]3[O:28][CH:27]([CH2:29][O:30][CH2:31][CH3:32])[CH2:26][O:25][C:19]3=[C:20]([NH:24][C:1](=[O:3])[CH3:2])[C:21]=2[C:22]=1[OH:23])=[O:12])[CH3:9]. Procedure: 3 portions of acetic acid anhydride totalling 3 ml were added at intervals of half an hour to a suspension of 0.13 g of 10-amino-3-(ethoxymethyl)-2,3-dihydro-9-hydroxy-p-dioxino [2,3-g] quinoline-8-carboxylic acid ethyl ester obtained by the method described in Example 29) in 15 ml of 96% ethanol. Before the last addition the reaction mixture was briefly heated to about 50°C, a clear solution being obtained. After the last addition the mixture was stirred for another hour and subsequently concen... The reactants are S1C=NC=C1C(=O)O (1,3-thiazole-5-carboxylic acid), [Li]CCCC (BuLi), solution, C=1C=CC2=C(C1)N=NN2O (HOBt), CCN=C=NCCCN(C)C (EDCI), CN(C(C(F)(F)F)=O)OC (N-methyl-N-methoxytrifluoroacetamide), C(C1=CC=CC=C1)CN (N-benzylmethylamine). The solvent is C1CCOC1 (THF), CN(C)C=O (DMF), C1CCOC1 (THF). Run at temperature -78 celsius, time 45 minute. The product is C(C1=CC=CC=C1)N(C(=O)C1=CN=C(S1)C(C(F)(F)F)=O)C (N-benzyl-N-methyl-2-(trifluoroacetyl)-1,3-thiazole-5-carboxamide). Isolated yield 3.0%. Reaction SMILES: [S:1]1[C:5]([C:6]([OH:8])=O)=[CH:4][N:3]=[CH:2]1.[Li]CCCC.CN(OC)[C:16](=[O:21])[C:17]([F:20])([F:19])[F:18].[CH:24]1[CH:25]=[CH:26][C:27]2N(O)N=N[C:28]=2[CH:29]=1.C[CH2:35][N:36]=[C:37]=NCCCN(C)C.C(CN)C1C=CC=CC=1>C1COCC1.CN(C=O)C>[CH2:35]([N:36]([CH3:37])[C:6]([C:5]1[S:1][C:2]([C:16](=[O:21])[C:17]([F:18])([F:19])[F:20])=[N:3][CH:4]=1)=[O:8])[C:28]1[CH:27]=[CH:26][CH:25]=[CH:24][CH:29]=1. Reported procedure: To a solution (0.2 M) of 1,3-thiazole-5-carboxylic acid (from Combi-blocks) in dry THF a solution of BuLi (1.6 M solution in hexane, 2.2 eq.) was added dropwise at −78° C. and stirred at −78° C. for 45 min. A solution (1 M) of N-methyl-N-methoxytrifluoroacetamide (1.5 eq.) in dry THF was added at −78° C. to the reaction mixture and stirred for 1 h at −60° C. The reaction mixture was quenched by adding NH4Cl solution, then extracted with DCM. The combined organic layer was washed with brine and d... Solvent: CO (methanol). Procedure details: To a solution of 5-bromo-2-methoxy-4-methylbenzenesulfonic acid dihydrate (from (a), 125 g, 0.394 moles) in methanol (1.25 liters, 10 ml/g) was added 5% Palladium on carbon catalyst (12.5 g, 0.1 g/g) and the suspension was hydrogenated at 60° C. and 414 kPa (60 psi) for 16 hours. The reaction mixture was filtered over celite and concentrated to dryness. The crude product was slurried in dichloromethane (250 ml), cooled to 0-5° C. and the subtitle compound (67.5 g, 75% yield) isolated in two crop... RXN SMILES: O.O.Br[C:4]1[C:5]([CH3:16])=[CH:6][C:7]([O:14][CH3:15])=[C:8]([S:10]([OH:13])(=[O:12])=[O:11])[CH:9]=1>CO.[Pd]>[CH3:15][O:14][C:7]1[CH:6]=[C:5]([CH3:16])[CH:4]=[CH:9][C:8]=1[S:10]([OH:13])(=[O:12])=[O:11] |f:0.1.2|. The reagents and catalysts are [Pd] (Palladium on carbon). Product: COC1=C(C=CC(=C1)C)S(=O)(=O)O (2-Methoxy-4-methylbenzenesulfonic acid). Isolated yield 84.7%. The reactants are O.O.BrC=1C(=CC(=C(C1)S(=O)(=O)O)OC)C (5-Bromo-2-methoxy-4-methylbenzenesulfonic acid dihydrate). Conditions: temperature 2.5 celsius, time 16 hour.